Dataset: the Open Reaction Database (ORD), a public repository of structured organic reaction records. Task: describe an organic reaction: reactants, conditions, products, and yield Reactants: CCOC(=O)c1oc2cccc(OCCCBr)c2c1C, CCO, CCOC(C)=O, NCc1cccnc1. Product: CCOC(=O)c1oc2cccc(OCCCNCc3cccnc3)c2c1C. Reaction SMILES: [CH2:1]([CH3:2])[O:3][C:4](=[O:5])[c:6]1[o:7][c:8]2[c:9]([c:10]1[CH3:11])[c:12]([O:16][CH2:17][CH2:18][CH2:19][Br:20])[cH:13][cH:14][cH:15]2.[CH3:29][CH2:30][OH:31].[CH3:32][CH2:33][O:34][C:35](=[O:36])[CH3:37].[cH:21]1[c:22]([CH2:27][NH2:28])[cH:23][cH:24][cH:25][n:26]1>>[CH2:1]([CH3:2])[O:3][C:4](=[O:5])[c:6]1[o:7][c:8]2[c:9]([c:10]1[CH3:11])[c:12]([O:16][CH2:17][CH2:18][CH2:19][NH:28][CH2:27][c:22]1[cH:21][n:26][cH:25][cH:24][cH:23]1)[cH:13][cH:14][cH:15]2. The reactants are ClCCCC(=O)C=1C=CC=2C3=CC(=CC=C3C3=CC=CC1C23)C(CCCCl)=O (3,9-bis(4-chlorobutyryl)fluoranthene), C(C)NCC (diethylamine), [I-].[K+] (potassium iodide). Solvent: O1CCCC1 (tetrahydrofuran). Reaction conditions: time 3 day. Product: Cl.Cl.C(C)N(CCCC(=O)C=1C=CC=2C3=CC(=CC=C3C3=CC=CC1C23)C(CCCN(CC)CC)=O)CC (3,9-bis(4-diethylaminobutyryl)fluoranthene dihydrochloride). As a reaction SMILES: [Cl:1][CH2:2][CH2:3][CH2:4][C:5]([C:7]1[CH:8]=[CH:9][C:10]2[C:11]3[C:16]([C:17]4[C:22]=2[C:21]=1[CH:20]=[CH:19][CH:18]=4)=[CH:15][CH:14]=[C:13]([C:23](=[O:28])[CH2:24][CH2:25][CH2:26]Cl)[CH:12]=3)=[O:6].[CH2:29]([NH:31][CH2:32][CH3:33])[CH3:30].[I-].[K+]>O1CCCC1>[ClH:1].[ClH:1].[CH2:29]([N:31]([CH2:32][CH3:33])[CH2:2][CH2:3][CH2:4][C:5]([C:7]1[CH:8]=[CH:9][C:10]2[C:11]3[C:16]([C:17]4[C:22]=2[C:21]=1[CH:20]=[CH:19][CH:18]=4)=[CH:15][CH:14]=[C:13]([C:23](=[O:28])[CH2:24][CH2:25][CH2:26][N:31]([CH2:32][CH3:33])[CH2:29][CH3:30])[CH:12]=3)=[O:6])[CH3:30] |f:2.3,5.6.7|. Procedure details: A solution of 15.0 g (0.037 mole) of 3,9-bis(4-chlorobutyryl)fluoranthene, 100 ml of diethylamine, 2.0 g of potassium iodide and 100 ml of tetrahydrofuran (THF) is heated at reflux with stirring for 3 days and filtered. The filtrate is poured onto ice water and the oil which separates is decanted and dissolved in ether. The ether solution is washed with a water-saturated sodium chloride solution, dried over magnesium sulfate and filtered. The filtrate is acidified with ethereal HCl, and the resu... The reactants are O (water), Cl (hydrochloric acid), C(C)(C)(C)OC(=O)N1C[C@@H](C[C@@H](C1)N(CC(C)C)C(=O)C=1C(=NC(=NC1)C(C)(C)C)NCCCOC)C(=O)O ((3R,5S)-1-(tert-Butoxycarbonyl)-5-[({2-tert-butyl-4-[(3-methoxypropyl)amino]pyrimidin-5-yl}carbonyl)(isobutyl)amino]piperidine-3-carboxylic acid). The solvent is O1CCOCC1 (1,4-dioxane). Conditions: time 3.5 hour. Yields the product Cl.Cl.C(C)(C)(C)C1=NC=C(C(=N1)NCCCOC)C(=O)N([C@H]1C[C@H](CNC1)C(=O)O)CC(C)C ((3R,5S)-5-[({2-tert-butyl-4-[(3-methoxypropyl)amino]pyrimidin-5-yl}carbonyl)(2-methylpropyl)amino]piperidine-3-carboxylic acid dihydrochloride). Reaction SMILES: C(OC([N:8]1[CH2:13][C@@H:12]([N:14]([C:19]([C:21]2[C:22]([NH:31][CH2:32][CH2:33][CH2:34][O:35][CH3:36])=[N:23][C:24]([C:27]([CH3:30])([CH3:29])[CH3:28])=[N:25][CH:26]=2)=[O:20])[CH2:15][CH:16]([CH3:18])[CH3:17])[CH2:11][C@@H:10]([C:37]([OH:39])=[O:38])[CH2:9]1)=O)(C)(C)C.O.[ClH:41]>O1CCOCC1>[ClH:41].[ClH:41].[C:27]([C:24]1[N:23]=[C:22]([NH:31][CH2:32][CH2:33][CH2:34][O:35][CH3:36])[C:21]([C:19]([N:14]([CH2:15][CH:16]([CH3:18])[CH3:17])[C@@H:12]2[CH2:13][NH:8][CH2:9][C@H:10]([C:37]([OH:39])=[O:38])[CH2:11]2)=[O:20])=[CH:26][N:25]=1)([CH3:29])([CH3:30])[CH3:28] |f:4.5.6|. Procedure: (3R,5S)-1-(tert-Butoxycarbonyl)-5-[({2-tert-butyl-4-[(3-methoxypropyl)amino]pyrimidin-5-yl}carbonyl)(isobutyl)amino]piperidine-3-carboxylic acid (102 mg) was dissolved in 1,4-dioxane (3 ml), water (100 μl) and 6 N hydrochloric acid (3 ml) were added and the mixture was stirred at room temperature for 3.5 hr. The reaction mixture was concentrated under reduced pressure to give the object compound (99 mg). The reactants are [H-].C(C(C)C)[Al+]CC(C)C (diisobutylaluminum hydride), C1(CC1)N1N=C(C2=CC=C(C=C12)C1=CC=NN1C1=CC=C(C(=O)OC)C=C1)CC (methyl 4-[5-(1-cyclopropyl-3-ethyl-1H-indazol-6-yl)-1H-pyrazol-1-yl]benzoate), C(C)(=O)OCC (ethyl acetate), CO (methanol). Run in C1(=CC=CC=C1)C (toluene), O1CCCC1 (tetrahydrofuran), O (water). The product is C1(CC1)N1N=C(C2=CC=C(C=C12)C1=CC=NN1C1=CC=C(C=C1)CO)CC ({4-[5-(1-cyclopropyl-3-ethyl-1H-indazol-6-yl)-1H-pyrazol-1-yl]phenyl}methanol). Reaction SMILES: [H-].C([Al+]CC(C)C)C(C)C.[CH:11]1([N:14]2[C:22]3[C:17](=[CH:18][CH:19]=[C:20]([C:23]4[N:27]([C:28]5[CH:37]=[CH:36][C:31]([C:32](OC)=[O:33])=[CH:30][CH:29]=5)[N:26]=[CH:25][CH:24]=4)[CH:21]=3)[C:16]([CH2:38][CH3:39])=[N:15]2)[CH2:13][CH2:12]1.CO.C(OCC)(=O)C>C1(C)C=CC=CC=1.O1CCCC1.O>[CH:11]1([N:14]2[C:22]3[C:17](=[CH:18][CH:19]=[C:20]([C:23]4[N:27]([C:28]5[CH:29]=[CH:30][C:31]([CH2:32][OH:33])=[CH:36][CH:37]=5)[N:26]=[CH:25][CH:24]=4)[CH:21]=3)[C:16]([CH2:38][CH3:39])=[N:15]2)[CH2:13][CH2:12]1 |f:0.1|. Procedure details: A solution of diisobutylaluminum hydride (0.19 mL, 1.5 M in toluene, 0.28 mmol) in toluene (0.19 mL) was added dropwise to a solution of methyl 4-[5-(1-cyclopropyl-3-ethyl-1H-indazol-6-yl)-1H-pyrazol-1-yl]benzoate (36 mg, 0.093 mmol) in tetrahydrofuran (5 mL) under an atmosphere of argon at −78° C. The reaction was allowed to warm to room temperature over a period of 1 hour. The mixture was then chilled to −40° C. and methanol (4 mL) was slowly added. Again, the reaction was allowed to warm slow...